The task is: describe an organic reaction: reactants, conditions, products, and yield. This data is from the Open Reaction Database (ORD), a public repository of structured organic reaction records. Starting materials: ClCCl, O=C(O)C1(c2ccc(Cl)cc2)CC1, c1ccc(C2CCCN2)cc1. Yields the product O=C(N1CCCC1c1ccccc1)C1(c2ccc(Cl)cc2)CC1. Reaction SMILES: [CH2:25]([Cl:26])[Cl:27].[Cl:1][c:2]1[cH:3][cH:4][c:5]([C:8]2([C:11](=[O:12])[OH:13])[CH2:9][CH2:10]2)[cH:6][cH:7]1.[c:14]1([CH:20]2[NH:21][CH2:22][CH2:23][CH2:24]2)[cH:15][cH:16][cH:17][cH:18][cH:19]1>>[Cl:1][c:2]1[cH:3][cH:4][c:5]([C:8]2([C:11](=[O:13])[N:21]3[CH:20]([c:14]4[cH:15][cH:16][cH:17][cH:18][cH:19]4)[CH2:24][CH2:23][CH2:22]3)[CH2:9][CH2:10]2)[cH:6][cH:7]1.